Dataset: the Open Reaction Database (ORD), a public repository of structured organic reaction records. Task: describe an organic reaction: reactants, conditions, products, and yield Reactants: C=1(C(=CC=CC1)S(=O)(=O)O)C (toluene sulphonic acid), ClC(CCC)(O)C1=CC=C(C=C1)C(C)(C)C (1-chloro (4-tertbutylphenyl) butanol), C([O-])(O)=O.[Na+] (sodium bicarbonate). Solvent: O1CCCC=C1 (dihydropyran). Product: ClC(CCCOC1OCCCC1)C1=CC=C(C=C1)C(C)(C)C (1-chloro 1-[4-tertbutylphenyl] 4-tetrahydropyranyloxy butane). Reaction SMILES: [C:1]1(C)[C:2](S(O)(=O)=O)=CC=[CH:5][CH:6]=1.[Cl:12][C:13]([C:18]1[CH:23]=[CH:22][C:21]([C:24]([CH3:27])([CH3:26])[CH3:25])=[CH:20][CH:19]=1)(O)[CH2:14][CH2:15][CH3:16].[C:28](=[O:31])(O)[O-:29].[Na+]>O1C=CCCC1>[Cl:12][CH:13]([C:18]1[CH:23]=[CH:22][C:21]([C:24]([CH3:27])([CH3:26])[CH3:25])=[CH:20][CH:19]=1)[CH2:14][CH2:15][CH2:16][O:29][CH:28]1[CH2:5][CH2:6][CH2:1][CH2:2][O:31]1 |f:2.3|. Procedure: In 8.7 ml dihydropyran they are added 10 mg p.toluene sulphonic acid (APTS). To this mixture they are added within 30 mn at 60°, 20 g 1-chloro (4-tertbutylphenyl) butanol. After this addition the mixture is still heated at between 60° and 65° C. for 30 mn and kept under stirring for further 90 mn. 0.5 g sodium bicarbonate is thereafter added. The mixture is then stirred for 1 hour. The tetrahydropyranylated derivative is directly used without any further purification. Starting materials: COC1CCC2(CC1)Cc1ccc(Br)cc1C2=N, CO, CC(=O)C(N)=S. The product is COC1CCC2(CC1)Cc1ccc(Br)cc1C21N=C(C)C(=S)N1. RXN SMILES: [Br:1][c:2]1[cH:3][cH:4][c:5]2[c:16]([cH:17]1)[C:15](=[NH:18])[C:7]1([CH2:6]2)[CH2:8][CH2:9][CH:10]([O:13][CH3:14])[CH2:11][CH2:12]1.[CH3:25][OH:26].[O:19]=[C:20]([C:21]([NH2:22])=[S:23])[CH3:24]>>[Br:1][c:2]1[cH:3][cH:4][c:5]2[c:16]([cH:17]1)[C:15]1([C:7]3([CH2:6]2)[CH2:8][CH2:9][CH:10]([O:13][CH3:14])[CH2:11][CH2:12]3)[N:18]=[C:20]([CH3:24])[C:21](=[S:23])[NH:22]1. The product is Br\C=C\C(CCCCC)O (1-bromo-trans-1-octen-3-ol). Procedure: To an ice cooled mixture of 20 g. of sodium borohydride in 800 ml. of anhydrous ethanol is added 160 g. of crude 1-bromo-trans-1-octen-3-one (Example 992) over a period of 0.5 hour. The mixture is stirred for 2 hours with ice cooling and is then partitioned between ice water and benzene. The organic phase is washed with water and saturated brine, dried (Na2SO4), and evaporated to an oil. Distillation gives the product as an oil, b.p. 66°-68° C. (0.025 torr.). Solvent: C(C)O (ethanol). RXN SMILES: [BH4-].[Na+].[Br:3]/[CH:4]=[CH:5]/[C:6](=[O:12])[CH2:7][CH2:8][CH2:9][CH2:10][CH3:11]>C(O)C>[Br:3]/[CH:4]=[CH:5]/[CH:6]([OH:12])[CH2:7][CH2:8][CH2:9][CH2:10][CH3:11] |f:0.1|. The reactants are ice, [BH4-].[Na+] (sodium borohydride), Br\C=C\C(CCCCC)=O (1-bromo-trans-1-octen-3-one). Run at time 2 hour. Starting materials: CCCCCC, N#Cc1c[nH]c2cc(-c3ccccc3)sc2c1=O, O=P(Cl)(Cl)Cl. Product: N#Cc1cnc2cc(-c3ccccc3)sc2c1Cl. As a reaction SMILES: [CH3:24][CH2:25][CH2:26][CH2:27][CH2:28][CH3:29].[O:1]=[c:2]1[c:3]2[c:4]([nH:5][cH:6][c:7]1[C:8]#[N:9])[cH:10][c:11](-[c:13]1[cH:14][cH:15][cH:16][cH:17][cH:18]1)[s:12]2.[P:19]([Cl:20])([Cl:21])([Cl:22])=[O:23]>>[c:2]1([Cl:21])[c:3]2[c:4]([n:5][cH:6][c:7]1[C:8]#[N:9])[cH:10][c:11](-[c:13]1[cH:14][cH:15][cH:16][cH:17][cH:18]1)[s:12]2. The reactants are CCOC(C)=O, CCO, Cl, COc1cc(F)c(F)cc1-c1ccc(OCc2cccc([N+](=O)[O-])c2)cc1. Yields the product Cl, COc1cc(F)c(F)cc1-c1ccc(OCc2cccc(N)c2)cc1. RXN SMILES: [CH3:29][CH2:30][O:31][C:32]([CH3:33])=[O:34].[CH3:35][CH2:36][OH:37].[ClH:28].[F:1][c:2]1[cH:3][c:4]([O:26][CH3:27])[c:5](-[c:9]2[cH:10][cH:11][c:12]([O:15][CH2:16][c:17]3[cH:18][c:19]([N+:23]([O-:24])=[O:25])[cH:20][cH:21][cH:22]3)[cH:13][cH:14]2)[cH:6][c:7]1[F:8]>>[ClH:28].[F:1][c:2]1[cH:3][c:4]([O:26][CH3:27])[c:5](-[c:9]2[cH:10][cH:11][c:12]([O:15][CH2:16][c:17]3[cH:18][c:19]([NH2:23])[cH:20][cH:21][cH:22]3)[cH:13][cH:14]2)[cH:6][c:7]1[F:8]. The reactants are BrCc1ccc(Br)cc1, CS(=O)(=O)c1ccc(Nc2cncnc2)cc1. Yields the product CS(=O)(=O)c1ccc(N(Cc2ccc(Br)cc2)c2cncnc2)cc1. Reaction SMILES: [Br:18][c:19]1[cH:20][cH:21][c:22]([CH2:23][Br:24])[cH:25][cH:26]1.[CH3:1][S:2](=[O:3])(=[O:4])[c:5]1[cH:6][cH:7][c:8]([NH:11][c:12]2[cH:13][n:14][cH:15][n:16][cH:17]2)[cH:9][cH:10]1>>[CH3:1][S:2](=[O:3])(=[O:4])[c:5]1[cH:6][cH:7][c:8]([N:11]([c:12]2[cH:13][n:14][cH:15][n:16][cH:17]2)[CH2:23][c:22]2[cH:21][cH:20][c:19]([Br:18])[cH:26][cH:25]2)[cH:9][cH:10]1. Starting materials: FC1=CC=C(C=C1)[N+](=O)[O-] (1-fluoro-4-nitrobenzene), C([O-])([O-])=O.[K+].[K+] (potassium carbonate), OC=1C=C(C(=O)OC)C=C(C1)O (methyl 3,5-dihydroxybenzoate), 1L. Solvent: CN(C(C)=O)C (N,N-dimethylacetamide). Run at time 8 hour. Yields the product [N+](=O)([O-])C1=CC=C(OC=2C=C(C(=O)OC)C=C(C2)OC2=CC=C(C=C2)[N+](=O)[O-])C=C1 (Methyl 3,5-bis(4-nitrophenoxy)benzoate). Isolated yield 68.0%. As a reaction SMILES: C(=O)([O-])[O-].[K+].[K+].[OH:7][C:8]1[CH:9]=[C:10]([CH:15]=[C:16]([OH:18])[CH:17]=1)[C:11]([O:13][CH3:14])=[O:12].F[C:20]1[CH:25]=[CH:24][C:23]([N+:26]([O-:28])=[O:27])=[CH:22][CH:21]=1>CN(C)C(=O)C>[N+:26]([C:23]1[CH:24]=[CH:25][C:20]([O:7][C:8]2[CH:9]=[C:10]([CH:15]=[C:16]([O:18][C:20]3[CH:25]=[CH:24][C:23]([N+:26]([O-:28])=[O:27])=[CH:22][CH:21]=3)[CH:17]=2)[C:11]([O:13][CH3:14])=[O:12])=[CH:21][CH:22]=1)([O-:28])=[O:27] |f:0.1.2|. Procedure: A mixture of potassium carbonate (98.72 g, 0.714 mol) and 550 ml of N,N-dimethylacetamide (DMAC) is added to a 1L, three-necked round-bottom flask equipped with an overhead stirrer, condenser and a nitrogen inlet tube. Nitrogen is bubbled through the solution for 1 hour, following which methyl 3,5-dihydroxybenzoate (60.00 g, 0.357 mol) and 1-fluoro-4-nitrobenzene (100.79 g, 0.714 mol) are added. The slurry solution is stirred and heated to 80°-90° C. under nitrogen for 10 hours, and the mixture ... Starting materials: [N+](=[N-])=C (diazomethane), ClC1=CC=C(CNC(=S)SCCCC(=O)O)C=C1 (4-{[(p-chlorobenzyl)thiocarbamoyl]thio}-butyric acid). Solvent: C(C)OCC (diethyl ether). Yields the product COC(CCCSC(NCC1=CC=C(C=C1)Cl)=S)=O (4-{[(p-chlorobenzyl)thiocarbamoyl]thio}-butyric acid methyl ester). Reaction SMILES: [Cl:1][C:2]1[CH:18]=[CH:17][C:5]([CH2:6][NH:7][C:8]([S:10][CH2:11][CH2:12][CH2:13][C:14]([OH:16])=[O:15])=[S:9])=[CH:4][CH:3]=1.[N+](=[CH2:21])=[N-]>C(OCC)C>[CH3:21][O:15][C:14](=[O:16])[CH2:13][CH2:12][CH2:11][S:10][C:8](=[S:9])[NH:7][CH2:6][C:5]1[CH:17]=[CH:18][C:2]([Cl:1])=[CH:3][CH:4]=1. Reported procedure: 1.5 G. of 4-{[(p-chlorobenzyl)thiocarbamoyl]thio}-butyric acid were dissolved in 30 ml. of diethyl ether and treated with an excess of an ethereal diazomethane solution. The resulting solution was evaporated. The residue was recrystallized from cyclohexane, and 1.2 g. of 4-{[(p-chlorobenzyl)thiocarbamoyl]thio}-butyric acid methyl ester having a melting point of 60°-62° C. were obtained. Isolated yield 56.0%. As a reaction SMILES: [C:1]([C:9]1[S:13][C:12]2[CH:14]=[CH:15][CH:16]=[CH:17][C:11]=2[C:10]=1[OH:18])(=O)[C:2]1[CH:7]=[CH:6][CH:5]=[CH:4][CH:3]=1.[CH:19]1([NH2:25])[CH2:24][CH2:23][CH2:22][CH2:21][CH2:20]1>>[CH:19]1([NH:25]/[C:1](/[C:2]2[CH:7]=[CH:6][CH:5]=[CH:4][CH:3]=2)=[C:9]2\[C:10](=[O:18])[C:11]3[CH:17]=[CH:16][CH:15]=[CH:14][C:12]=3[S:13]\2)[CH2:24][CH2:23][CH2:22][CH2:21][CH2:20]1. Procedure: Prepared as in Example 31 with a yield of 56% of theory from 2-benzoyl-benzo[b]thiophen-3-ol and cyclohexylamine. Lemon-yellow crystals were obtained, m.p. 122°-123° C. (petroleum ether/ethyl acetate 85:15). Yields the product C1(CCCCC1)N\C(=C\1/C(C2=C(S1)C=CC=C2)=O)\C2=CC=CC=C2 ((E)-2-{[(Cyclohexyl)amino]phenylmethylene}-benzo[b]thiophen-3(2H)-one). Starting materials: C(C1=CC=CC=C1)(=O)C1=C(C2=C(S1)C=CC=C2)O (2-benzoyl-benzo[b]thiophen-3-ol), C1(CCCCC1)N (cyclohexylamine), petroleum ether ethyl acetate. Starting materials: CCO, CCOC(=O)c1ccc(OC(CC)c2ccc(-c3ccc(C(F)(F)F)cc3)nc2)cc1, [Na+], [OH-]. Product: CCC(Oc1ccc(C(=O)O)cc1)c1ccc(-c2ccc(C(F)(F)F)cc2)nc1. As a reaction SMILES: [CH3:34][CH2:35][OH:36].[F:1][C:2]([c:3]1[cH:4][cH:5][c:6](-[c:9]2[cH:10][cH:11][c:12]([CH:15]([CH2:16][CH3:17])[O:18][c:19]3[cH:20][cH:21][c:22]([C:23](=[O:24])[O:25][CH2:26][CH3:27])[cH:28][cH:29]3)[cH:13][n:14]2)[cH:7][cH:8]1)([F:30])[F:31].[Na+:33].[OH-:32]>>[F:1][C:2]([c:3]1[cH:4][cH:5][c:6](-[c:9]2[cH:10][cH:11][c:12]([CH:15]([CH2:16][CH3:17])[O:18][c:19]3[cH:20][cH:21][c:22]([C:23](=[O:24])[OH:25])[cH:28][cH:29]3)[cH:13][n:14]2)[cH:7][cH:8]1)([F:30])[F:31].